Dataset: the Open Reaction Database (ORD), a public repository of structured organic reaction records. Task: describe an organic reaction: reactants, conditions, products, and yield Starting materials: N1=CC(=CC=C1)OC1=C(C(=O)O)C=CC=N1 (2-(Pyridin-3-yloxy)-nicotinic acid), OC[C@@H](C1=CC=CC=C1)N ((R)-2-hydroxy-1-phenyl ethylamine). Solvent: S(=O)(Cl)Cl (thionyl chloride), C(Cl)Cl (methylene chloride), N1=CC=CC=C1 (pyridine). Reaction conditions: time 1 hour. The product is OC[C@@H](C1=CC=CC=C1)NC(C1=C(N=CC=C1)OC=1C=NC=CC1)=O ((R)-N-(2-Hydroxy-1-phenyl-ethyl)-2-(pyridin-3-yloxy)-nicotinamide). As a reaction SMILES: [N:1]1[CH:6]=[CH:5][CH:4]=[C:3]([O:7][C:8]2[N:16]=[CH:15][CH:14]=[CH:13][C:9]=2[C:10]([OH:12])=O)[CH:2]=1.[OH:17][CH2:18][C@H:19]([NH2:26])[C:20]1[CH:25]=[CH:24][CH:23]=[CH:22][CH:21]=1>S(Cl)(Cl)=O.N1C=CC=CC=1.C(Cl)Cl>[OH:17][CH2:18][C@H:19]([NH:26][C:10](=[O:12])[C:9]1[CH:13]=[CH:14][CH:15]=[N:16][C:8]=1[O:7][C:3]1[CH:2]=[N:1][CH:6]=[CH:5][CH:4]=1)[C:20]1[CH:25]=[CH:24][CH:23]=[CH:22][CH:21]=1. Procedure: A solution of 2-(Pyridin-3-yloxy)-nicotinic acid (0.250 grams, 1.2 mmole) in thionyl chloride (10 ml) was heated to reflux. After 1 hour the reaction mixture was cooled to room temperature and concentrated under reduced pressure. The resulting residue was suspended in tetrahydrofuran (10 ml) and added dropwise to a solution of (R)-2-hydroxy-1-phenyl ethylamine (0.160 grams, 1.2 mmole) in pyridine (5 ml) at 0° C. After 30 minutes the mixture was warmed to room temperature, stirred at room tempera... Starting materials: ClC1=NC(=NC(=N1)OCC)OCC (2-chloro-4,6-diethoxy-1,3,5-triazine), N12CC(C(CC1)CC2)O (3-quinuclidinol). Yields the product [Cl-].C(C)OC1=NC(=NC(=N1)OCC)[N+]12CC(C(CC1)CC2)O (1-(4,6-diethoxy-1,3,5-triazin-2-yl)-3-hydroxyquinuclidinium chloride). RXN SMILES: [Cl:1][C:2]1[N:7]=[C:6]([O:8][CH2:9][CH3:10])[N:5]=[C:4]([O:11][CH2:12][CH3:13])[N:3]=1.[N:14]12[CH2:21][CH2:20][CH:17]([CH2:18][CH2:19]1)[CH:16]([OH:22])[CH2:15]2>>[Cl-:1].[CH2:12]([O:11][C:4]1[N:5]=[C:6]([O:8][CH2:9][CH3:10])[N:7]=[C:2]([N+:14]23[CH2:21][CH2:20][CH:17]([CH2:18][CH2:19]2)[CH:16]([OH:22])[CH2:15]3)[N:3]=1)[CH3:13] |f:2.3|. Reported procedure: The operation was carried out in the same manner as in Preparation Example 1 but using 4.07 g (0.02 mols) of a 2-chloro-4,6-diethoxy-1,3,5-triazine and 2.54 g (0.02 mols) of a 3-quinuclidinol to obtain 6.51 g (yield, 98.4%) of white crystals of a 1-(4,6-diethoxy-1,3,5-triazin-2-yl)-3-hydroxyquinuclidinium chloride represented by the following general formula (XII)